This data is from the Open Reaction Database (ORD), a public repository of structured organic reaction records. The task is: describe an organic reaction: reactants, conditions, products, and yield Reactants: C(C)[C@]1(CCCN2CCC3=C([C@H]12)N(C1=CC=CC=C13)C)C(C(=O)O)C ((-)-(1S,12bS)-1-ethyl-12-methyl-1,2,3,4,6,7,12,12b-octahydroindolo[2,3-a]quinolizin-1-yl-propionic acid), C(C1=CC=CC=C1)N (benzylamine), CN1CCOCC1 (N-methylmorpholine), ClC(=O)OCC (ethyl chloroformate). Solvent: O1CCCC1 (tetrahydrofuran), O1CCCC1 (tetrahydrofuran). Reaction conditions: temperature -5 celsius. The product is C(C1=CC=CC=C1)NC(C(C)[C@@]1(CCCN2CCC3=C([C@H]12)N(C1=CC=CC=C13)C)CC)=O ((-)-(1S,12bS)-1-ethyl-12-methyl-1,2,3,4,6,7,12,12b-octahydroindolo[2,3-a]quinolizin-1-yl-propionic acid benzylamide). Yield: 78.0%. As a reaction SMILES: [CH2:1]([C@:3]1([CH:21]([CH3:25])[C:22](O)=[O:23])[C@@H:12]2[N:7]([CH2:8][CH2:9][C:10]3[C:19]4[C:14](=[CH:15][CH:16]=[CH:17][CH:18]=4)[N:13]([CH3:20])[C:11]=32)[CH2:6][CH2:5][CH2:4]1)[CH3:2].CN1CCOCC1.ClC(OCC)=O.[CH2:39]([NH2:46])[C:40]1[CH:45]=[CH:44][CH:43]=[CH:42][CH:41]=1>O1CCCC1>[CH2:39]([NH:46][C:22](=[O:23])[CH:21]([C@@:3]1([CH2:4][CH3:5])[C@@H:12]2[N:7]([CH2:8][CH2:9][C:10]3[C:19]4[C:14](=[CH:15][CH:16]=[CH:17][CH:18]=4)[N:13]([CH3:20])[C:11]=32)[CH2:6][CH2:2][CH2:1]1)[CH3:25])[C:40]1[CH:45]=[CH:44][CH:43]=[CH:42][CH:41]=1. Procedure details: 3.40 g. (0.01 moles) of (-)-(1S,12bS)-1-ethyl-12-methyl-1,2,3,4,6,7,12,12b-octahydroindolo[2,3-a]quinolizin-1-yl-propionic acid are added to a solution containing 2.04 g. (0.02 moles) of N-methylmorpholine (redistilled from sodium) in 20 ml. of dry tetrahydrofuran while stirring under nitrogen, then the solution is cooled to -5° C. and 1.10 g. (0.01 mole) of ethyl chloroformate are rapidly dropped in while stirring vigorously and keeping the inner temperature at or lower than 0° C. The mixture i...